From a dataset of the Open Reaction Database (ORD), a public repository of structured organic reaction records. describe an organic reaction: reactants, conditions, products, and yield Reactants: ClC1=CC=C(N=N1)C1=C(N=C2OC=CN21)C2=C(C=C(C=C2)F)F (5-(6-chloropyridazin-3-yl)-6-(2,4-difluorophenyl)imidazo[2,1-b]oxazole), C(CC)O (1-propanol), O.NN (hydrazine hydrate). The solvent is C(Cl)Cl (DCM). Reaction conditions: temperature 100 celsius. The product is FC1=C(C=CC(=C1)F)C=1N=C2OC=CN2C1C=1N=NC(=CC1)NN (6-(2,4-difluorophenyl)-5-(6-hydrazinylpyridazin-3-yl)imidazo[2,1-b]oxazole). The yield is 77.2%. RXN SMILES: Cl[C:2]1[N:7]=[N:6][C:5]([C:8]2[N:15]3[C:11]([O:12][CH:13]=[CH:14]3)=[N:10][C:9]=2[C:16]2[CH:21]=[CH:20][C:19]([F:22])=[CH:18][C:17]=2[F:23])=[CH:4][CH:3]=1.C(O)CC.O.[NH2:29][NH2:30]>C(Cl)Cl>[F:23][C:17]1[CH:18]=[C:19]([F:22])[CH:20]=[CH:21][C:16]=1[C:9]1[N:10]=[C:11]2[N:15]([C:8]=1[C:5]1[N:6]=[N:7][C:2]([NH:29][NH2:30])=[CH:3][CH:4]=1)[CH:14]=[CH:13][O:12]2 |f:2.3|. Procedure details: To a flask was added 5-(6-chloropyridazin-3-yl)-6-(2,4-difluorophenyl)imidazo[2,1-b]oxazole (4.00 g, 12.0 mmol), 1-propanol (80 mL) and hydrazine hydrate (5.89 mL, 120 mmol). The reaction mixture was heated at about 100° C. for about 20 h. The reaction mixture was cooled to ambient temperature and then diluted with DCM (100 mL). The organic layer was washed with saturated aqueous NaHCO3 (80 mL), dried with MgSO4, filtered and concentrated under reduced pressure to give the title compound (3.04 g... Starting materials: [OH-].[Na+] (sodium hydroxide), ClC1=CC=C(OC2=C(N(C3=CC=CC(=C23)I)CC(=O)OCC)C)C=C1 (3-(4-Chlorophenoxy)-4-iodo-2-methyl-1H-indole-1-acetic acid, ethyl ester), C(CCC)[Sn](C1=NC=CN=C1)(CCCC)CCCC (2-(tributylstannyl)-pyrazine), C1(=CC=CC=C1)[As](C1=CC=CC=C1)C1=CC=CC=C1 (triphenyl-arsine). The reagents and catalysts are [Pd] (Pd). Solvent: CO (methanol), C1(=CC=CC=C1)C (toluene), O (water). Run at temperature 90 celsius, time 20 hour. The product is ClC1=CC=C(OC2=C(N(C3=CC=CC(=C23)C2=NC=CN=C2)CC(=O)O)C)C=C1 (3-(4-Chlorophenoxy)-2-methyl-4-pyrazinyl-1H-indole-1-acetic acid). RXN SMILES: [Cl:1][C:2]1[CH:25]=[CH:24][C:5]([O:6][C:7]2[C:15]3[C:10](=[CH:11][CH:12]=[CH:13][C:14]=3I)[N:9]([CH2:17][C:18]([O:20]CC)=[O:19])[C:8]=2[CH3:23])=[CH:4][CH:3]=1.C([Sn](CCCC)(CCCC)[C:31]1[CH:36]=[N:35][CH:34]=[CH:33][N:32]=1)CCC.C1([As](C2C=CC=CC=2)C2C=CC=CC=2)C=CC=CC=1.[OH-].[Na+]>C1(C)C=CC=CC=1.O.[Pd].CO>[Cl:1][C:2]1[CH:3]=[CH:4][C:5]([O:6][C:7]2[C:15]3[C:10](=[CH:11][CH:12]=[CH:13][C:14]=3[C:31]3[CH:36]=[N:35][CH:34]=[CH:33][N:32]=3)[N:9]([CH2:17][C:18]([OH:20])=[O:19])[C:8]=2[CH3:23])=[CH:24][CH:25]=1 |f:3.4|. Reported procedure: The product from step (i) (250 mg), 2-(tributylstannyl)-pyrazine (260 mg), Pd (dba)2 (30 mg) and triphenyl-arsine (210 mg) were dissolved in toluene (4 ml) and heated at 90° C. for 20 h. The reaction was cooled to RT, methanol (10 ml) added, followed by 1M aqueous sodium hydroxide (2 ml) and stirred for 20 h. The mixture was diluted with water, extracted with EtOAc, washed with brine, dried (MgSO4), filtered and evaporated. The residue was purified using reverse phase preparative chromatography ... The reactants are ClC=1N=C2N(N=C(C=C2)C#C[Si](C)(C)C)C1S(=O)(=O)N=CN(CC(C)C)CC(C)C (N′-(2-Chloro-6-(trimethylsilylethynyl)imidazo[1,2-b]pyridazin-3-ylsulfonyl)-N,N-diisobutylformamidine), O.[F-].C(CCC)[N+](CCCC)(CCCC)CCCC (tetrabutylammonium fluoride hydrate). The solvent is O1CCCC1.O (tetrahydrofuran water). The product is ClC=1N=C2N(N=C(C=C2)C#C)C1S(=O)(=O)N=CN(CC(C)C)CC(C)C (N′-(2-chloro-6-ethynylimidazo[1,2-b]pyridazin-3-ylsulfonyl)-N,N-diisobutylformamidine). RXN SMILES: [Cl:1][C:2]1[N:3]=[C:4]2[CH:9]=[CH:8][C:7]([C:10]#[C:11][Si](C)(C)C)=[N:6][N:5]2[C:16]=1[S:17]([N:20]=[CH:21][N:22]([CH2:27][CH:28]([CH3:30])[CH3:29])[CH2:23][CH:24]([CH3:26])[CH3:25])(=[O:19])=[O:18].O.[F-].C([N+](CCCC)(CCCC)CCCC)CCC>O1CCCC1.O>[Cl:1][C:2]1[N:3]=[C:4]2[CH:9]=[CH:8][C:7]([C:10]#[CH:11])=[N:6][N:5]2[C:16]=1[S:17]([N:20]=[CH:21][N:22]([CH2:27][CH:28]([CH3:30])[CH3:29])[CH2:23][CH:24]([CH3:25])[CH3:26])(=[O:18])=[O:19] |f:1.2.3,4.5|. Procedure: N′-(2-Chloro-6-(trimethylsilylethynyl)imidazo[1,2-b]pyridazin-3-ylsulfonyl)-N,N-diisobutylformamidine (2.31 g, 4.63 mmol) was dissolved in a mixed solvent of tetrahydrofuran-water (10:1), and tetrabutylammonium fluoride hydrate (1.50 g, 5.04 mmol) was added to the solution with stirring under ice-cooling. After the mixture was stirred for 20 minutes under ice-cooling, the tetrahydrofuran was distilled away under reduced pressure, and the residues were dissolved in ethyl acetate. The ethyl acetat... Starting materials: Cl (HCl), C(CCC)C1=NC2=C(N1CC1=CC=C(C=C1)C1=C(C=CC=C1)C1=NN=NN1)C(=CC=C2)C(=O)O (2-butyl-1-[[2'-(1H-tetrazol-5-yl)biphenyl-4-yl]methyl]benzimidazole-7-carboxylic acid), C(=O)([O-])[O-].[K+].[K+] (K2CO3), ICCC(C(=O)[O-])(C)C (iodomethylpivalate). Solvent: CN(C)C=O (DMF), O (water). Conditions: time 17 hour. The product is C(CCC)C1=NC2=C(N1CC1=CC=C(C=C1)C1=C(C=CC=C1)C1=NN=NN1COC(C(C)(C)C)=O)C(=CC=C2)C(=O)O (2-Butyl-1-[[2'-(N-pivaloyloxymethyltetrazol-5-yl)biphenyl-4-yl]methyl]benzimidazole-7-carboxylic acid). The yield is 23.6%. As a reaction SMILES: [CH2:1]([C:5]1[N:9]([CH2:10][C:11]2[CH:16]=[CH:15][C:14]([C:17]3[CH:22]=[CH:21][CH:20]=[CH:19][C:18]=3[C:23]3[NH:27][N:26]=[N:25][N:24]=3)=[CH:13][CH:12]=2)[C:8]2[C:28]([C:32]([OH:34])=[O:33])=[CH:29][CH:30]=[CH:31][C:7]=2[N:6]=1)[CH2:2][CH2:3][CH3:4].[C:35]([O-])([O-])=O.[K+].[K+].IC[CH2:43][C:44]([CH3:49])([CH3:48])[C:45]([O-:47])=[O:46].Cl>CN(C=O)C.O>[CH2:1]([C:5]1[N:9]([CH2:10][C:11]2[CH:12]=[CH:13][C:14]([C:17]3[CH:22]=[CH:21][CH:20]=[CH:19][C:18]=3[C:23]3[N:27]([CH2:35][O:47][C:45](=[O:46])[C:44]([CH3:49])([CH3:48])[CH3:43])[N:26]=[N:25][N:24]=3)=[CH:15][CH:16]=2)[C:8]2[C:28]([C:32]([OH:34])=[O:33])=[CH:29][CH:30]=[CH:31][C:7]=2[N:6]=1)[CH2:2][CH2:3][CH3:4] |f:1.2.3|. Procedure details: A mixture of 2-butyl-1-[[2'-(1H-tetrazol-5-yl)biphenyl-4-yl]methyl]benzimidazole-7-carboxylic acid (0.71 g), K2CO3 (0.21 g) and iodomethylpivalate (0.36 g) in DMF (2 ml) was stirred at room temperature for 17 hours. The reaction mixture was digested with water and made acidic (pH 3-4) with 1N-HCl. The mixture was extracted with ethyl acetate and the organic layer was washed with H2O, dried and evaporated to dryness to give a residue. The residue was purified by column chromatography on silica ge... Starting materials: ice-salt, N(=O)[O-].[Na+] (NaNO2), NC1=C(C=CC(=C1)C)C1=CC=CC=C1 (2-amino-4-methylbiphenyl), [NH4+].[F-] (NH4F). Run at time 40 minute. Product: FC1=C(C=CC(=C1)C)C1=CC=CC=C1 (2-fluoro-4-methylbiphenyl). RXN SMILES: N[C:2]1[CH:7]=[C:6]([CH3:8])[CH:5]=[CH:4][C:3]=1[C:9]1[CH:14]=[CH:13][CH:12]=[CH:11][CH:10]=1.[NH4+].[F-:16].N([O-])=O.[Na+]>>[F:16][C:2]1[CH:7]=[C:6]([CH3:8])[CH:5]=[CH:4][C:3]=1[C:9]1[CH:14]=[CH:13][CH:12]=[CH:11][CH:10]=1 |f:1.2,3.4|. Procedure details: To a cold (ice-salt bath) solution of 21.3 g (0.115 mol) of 2-amino-4-methylbiphenyl (prepared in Example 2) and 6.5 g (0.11 mol) of NH4F.HF and 75 g of 70% HF (2.6 mol) was portion-wise added 8.9 g (0.13 mol) of NaNO2 so that the temperature of the reaction mixture did not rise above 5°. This solution took approximately 40 minutes. The reaction mixture was allowed to stir at 0° for 15 minutes thereafter, and then the cooling bath was removed and stirring continued. The temperature rose to 15° a...